This data is from the Open Reaction Database (ORD), a public repository of structured organic reaction records. The task is: describe an organic reaction: reactants, conditions, products, and yield The reactants are [Si](C)(C)(C(C)(C)C)Cl (Tert-butyl dimethylsilylchloride), OC1=CC2=C(C(C3=C(C=C2)C=C(C=C3)C)C=3C(NC(NC3)=O)=O)C=C1 ((±)-5-[2-Hydroxy-8-methyl-5H-dibenzo[a,d]cyclohepten-5-yl]-2,4(1H,3H)-pyrimidinedione), N1C=NC=C1 (imidazole). Solvent: CN(C=O)C (dimethylformamide). Run at time 3 hour. Yields the product CC(C)(C)[Si](OC1=CC2=C(C(C3=C(C=C2)C=C(C=C3)C)C=3C(NC(NC3)=O)=O)C=C1)(C)C ((±)-5-[2-[[1,1-dimethylethyl]dimethylsiloxy]-8-methyl-5H-dibenzo[a,d]cyclohepten-5-yl]-2,4(1H,3H)-pyrimidinedione). RXN SMILES: [Si:1](Cl)([C:4]([CH3:7])([CH3:6])[CH3:5])([CH3:3])[CH3:2].[OH:9][C:10]1[CH:33]=[CH:32][C:13]2[CH:14]([C:24]3[C:25](=[O:31])[NH:26][C:27](=[O:30])[NH:28][CH:29]=3)[C:15]3[CH:22]=[CH:21][C:20]([CH3:23])=[CH:19][C:16]=3[CH:17]=[CH:18][C:12]=2[CH:11]=1.N1C=CN=C1>CN(C)C=O>[CH3:5][C:4]([Si:1]([CH3:3])([CH3:2])[O:9][C:10]1[CH:33]=[CH:32][C:13]2[CH:14]([C:24]3[C:25](=[O:31])[NH:26][C:27](=[O:30])[NH:28][CH:29]=3)[C:15]3[CH:22]=[CH:21][C:20]([CH3:23])=[CH:19][C:16]=3[CH:17]=[CH:18][C:12]=2[CH:11]=1)([CH3:7])[CH3:6]. Procedure: Tert-butyl dimethylsilylchloride (0.98 g) was added to a mixture of the product from step (i) and imidazole (0.74 g) in dimethylformamide (20 ml). The reaction mixture was stirred for 3 hours and partitioned between water and ethyl acetate. The organic layer was washed with water, dried (MgSO4) and evaporated under reduced pressure. Purification was by chromatography eluting with 50-70% ethyl acetate in isohexane. Yield 0.71 g.